This data is from the Open Reaction Database (ORD), a public repository of structured organic reaction records. The task is: describe an organic reaction: reactants, conditions, products, and yield Reactants: C(CCCCC)=O (hexanal), suspension, [C-]#[C-].[Na+].[Na+] (sodium acetylide), C=1(C(=CC=CC1)C)C (xylene). Run in O1CCCC1 (tetrahydrofuran). Conditions: time 2 hour. Product: C#CC(CCCCC)O (1-octyn-3-ol). RXN SMILES: [CH:1](=[O:7])[CH2:2][CH2:3][CH2:4][CH2:5][CH3:6].[C-]#[C-].[Na+].[Na+].[C:12]1(C)C(C)=CC=C[CH:17]=1>O1CCCC1>[CH:12]#[C:17][CH:1]([OH:7])[CH2:2][CH2:3][CH2:4][CH2:5][CH3:6] |f:1.2.3|. Procedure: A 750-mL reactor is loaded with 40.1 g (400 mmoles) i.e. 49.2 mL of hexanal (RN 66-25-1) and 400 mL of anhydrous tetrahydrofuran and 100 g of a suspension of 18% sodium acetylide (RN 1066-26-8) in xylene (375 mmoles) is added by portions accompanied by stirring. An exothermic reaction takes place. Stirring is then continued for another 2 hours at no particular temperature. After hydrolysis, extractions and concentration, fractionation is carried out under reduced pressure. Starting materials: O=C([O-])[O-], COc1ccc(C(=O)Cl)cc1, Cn1nnnc1SCCCN, CC(C)=O, [K+], [K+], O. The product is COc1ccc(C(=O)NCCCSc2nnnn2C)cc1. As a reaction SMILES: [C:12](=[O:13])([O-:14])[O-:15].[CH3:18][O:19][c:20]1[cH:21][cH:22][c:23]([C:24](=[O:25])[Cl:26])[cH:27][cH:28]1.[CH3:1][n:2]1[n:3][n:4][n:5][c:6]1[S:7][CH2:8][CH2:9][CH2:10][NH2:11].[CH3:29][C:30](=[O:31])[CH3:32].[K+:16].[K+:17].[OH2:33]>>[CH3:1][n:2]1[n:3][n:4][n:5][c:6]1[S:7][CH2:8][CH2:9][CH2:10][NH:11][C:24]([c:23]1[cH:22][cH:21][c:20]([O:19][CH3:18])[cH:28][cH:27]1)=[O:25]. Starting materials: O=C([O-])O, CC(=O)Cl, Cc1ccc(NC(=O)c2cccc(C(C)(C)C#N)c2)cc1Nc1ncc2nc(N)sc2n1, [Na+], c1ccncc1. Yields the product CC(=O)Nc1nc2cnc(Nc3cc(NC(=O)c4cccc(C(C)(C)C#N)c4)ccc3C)nc2s1. As a reaction SMILES: [C:37](=[O:38])([O-:39])[OH:40].[CH3:33][C:34]([Cl:35])=[O:36].[NH2:1][c:2]1[s:3][c:4]2[n:5][c:6]([NH:11][c:12]3[cH:13][c:14]([NH:19][C:20]([c:21]4[cH:22][c:23]([C:27]([CH3:28])([CH3:29])[C:30]#[N:31])[cH:24][cH:25][cH:26]4)=[O:32])[cH:15][cH:16][c:17]3[CH3:18])[n:7][cH:8][c:9]2[n:10]1.[Na+:41].[cH:42]1[cH:43][cH:44][n:45][cH:46][cH:47]1>>[NH:1]([c:2]1[s:3][c:4]2[n:5][c:6]([NH:11][c:12]3[cH:13][c:14]([NH:19][C:20]([c:21]4[cH:22][c:23]([C:27]([CH3:28])([CH3:29])[C:30]#[N:31])[cH:24][cH:25][cH:26]4)=[O:32])[cH:15][cH:16][c:17]3[CH3:18])[n:7][cH:8][c:9]2[n:10]1)[C:34]([CH3:33])=[O:36]. Starting materials: OC1CN(CC=2N=C(N=CC21)NC(C)C)C(=O)OC(C)(C)C (tert-butyl 5-hydroxy-2-(isopropylamino)-5,6-dihydropyrido[3,4-d]pyrimidine-7(8H)-carboxylate), Cl (HCl). The solvent is O1CCOCC1 (dioxane). Yields the product Cl.C(C)(C)NC=1N=CC2=C(N1)CNCC2O (2-(isopropylamino)-5,6,7,8-tetrahydropyrido[3,4-d]pyrimidin-5-ol hydrochloride). As a reaction SMILES: [OH:1][CH:2]1[C:11]2[CH:10]=[N:9][C:8]([NH:12][CH:13]([CH3:15])[CH3:14])=[N:7][C:6]=2[CH2:5][N:4](C(OC(C)(C)C)=O)[CH2:3]1.[ClH:23]>O1CCOCC1>[ClH:23].[CH:13]([NH:12][C:8]1[N:9]=[CH:10][C:11]2[CH:2]([OH:1])[CH2:3][NH:4][CH2:5][C:6]=2[N:7]=1)([CH3:15])[CH3:14] |f:3.4|. Procedure details: A solution of 128 (400 mg, 1.30 mmol) and 4 N HCl in dioxane (4 mL) was stirred for 1 h. The reaction was concentrated to afford crude 2-(isopropylamino)-5,6,7,8-tetrahydropyrido[3,4-d]pyrimidin-5-ol hydrochloride (130) which was used without additional purification. The reactants are [N+](=O)(O)[O-].[N+](=O)([O-])OCCN (N-(2-nitrooxyethyl)-amine nitrate), COC1=CC=C(C=C1)C1C(NC(S1)=O)C(=O)O (5-(4-methoxyphenyl)-2-oxothiazolidine-4-carboxylic acid). Reaction SMILES: [N+]([O-])(O)=O.[N+:5]([O:8][CH2:9][CH2:10][NH2:11])([O-:7])=[O:6].[CH3:12][O:13][C:14]1[CH:19]=[CH:18][C:17]([CH:20]2[S:24][C:23](=[O:25])[NH:22][CH:21]2[C:26](O)=[O:27])=[CH:16][CH:15]=1>>[N+:5]([O:8][CH2:9][CH2:10][NH:11][C:26]([CH:21]1[CH:20]([C:17]2[CH:16]=[CH:15][C:14]([O:13][CH3:12])=[CH:19][CH:18]=2)[S:24][C:23](=[O:25])[NH:22]1)=[O:27])([O-:7])=[O:6] |f:0.1|. Yields the product [N+](=O)([O-])OCCNC(=O)C1NC(SC1C1=CC=C(C=C1)OC)=O (N-(2-Nitrooxyethyl)-5-(4-methoxyphenyl)-2-oxothiazolidine-4-carboxamide). Procedure details: A procedure similar to that described in Example 1 was repeated, but using 401 mg of N-(2-nitrooxyethyl)-amine nitrate and 500 mg of 5-(4-methoxyphenyl)-2-oxothiazolidine-4-carboxylic acid, to obtain 408 mg of the title compound as colorless crystals, melting at 142°-143° C. (after recrystallization from methylene chloride). Starting materials: FC1=C(N)C(=CC(=C1F)F)F (2,3,4,6-tetrafluoroaniline), BrC1=CC=C(C=C1)C (4-bromotoluene), CC(C)([O-])C.[Na+] (sodium tert-butoxide), C(C)(C)(C)P(C(C)(C)C)C(C)(C)C (tri-tert-butylphosphine), bis-dibenzylideneacetone palladium(0). Run in C1(=CC=CC=C1)C (toluene). Conditions: temperature 85 celsius, time 1 hour. The product is FC1=C(C(=CC(=C1F)F)F)NC1=CC=C(C=C1)C (N-(2′,3′,4′,6′-Tetrafluorophenyl)-4-methylaniline). Isolated yield 81.8%. RXN SMILES: [F:1][C:2]1[C:8]([F:9])=[C:7]([F:10])[CH:6]=[C:5]([F:11])[C:3]=1[NH2:4].Br[C:13]1[CH:18]=[CH:17][C:16]([CH3:19])=[CH:15][CH:14]=1.CC(C)([O-])C.[Na+].C(P(C(C)(C)C)C(C)(C)C)(C)(C)C>C1(C)C=CC=CC=1>[F:1][C:2]1[C:8]([F:9])=[C:7]([F:10])[CH:6]=[C:5]([F:11])[C:3]=1[NH:4][C:13]1[CH:18]=[CH:17][C:16]([CH3:19])=[CH:15][CH:14]=1 |f:2.3|. Procedure details: A mixture of 2,3,4,6-tetrafluoroaniline (0.72 g, 4.4 mmol), 4-bromotoluene (0.8 g, 4.7 mmol), toluene (55 ml), sodium tert-butoxide (0.8 g, 8.3 mmol), tri-tert-butylphosphine (130 mg, 0.64 mmol) and bis-dibenzylideneacetone-palladium(0) (125 mg, 0.2 mmol) is heated under nitrogen to 85° C. for 3 h. After cooling, water (50 ml), concentrated aqu. HCl (10 ml) and hyflo (1 g) is added and stirring is continued for about one hour followed by filtration. The organic phase is washed with water twice, ... The reactants are COc1ccccc1CC(=O)N1C(=O)OC(c2ccccc2)C1C, CI, CCOC(C)=O, CC(C)OC(C)C, C1CCOC1. The product is COc1ccccc1C(C)C(=O)N1C(=O)OC(c2ccccc2)C1C. Reaction SMILES: [CH3:1][CH:2]1[N:3]([C:14]([CH2:15][c:16]2[c:17]([O:22][CH3:23])[cH:18][cH:19][cH:20][cH:21]2)=[O:24])[C:4](=[O:13])[O:5][CH:6]1[c:7]1[cH:8][cH:9][cH:10][cH:11][cH:12]1.[CH3:25][I:26].[CH3:39][CH2:40][O:41][C:42](=[O:43])[CH3:44].[CH:27]([O:28][CH:29]([CH3:30])[CH3:31])([CH3:32])[CH3:33].[O:34]1[CH2:35][CH2:36][CH2:37][CH2:38]1>>[CH3:1][CH:2]1[N:3]([C:14]([CH:15]([c:16]2[c:17]([O:22][CH3:23])[cH:18][cH:19][cH:20][cH:21]2)[CH3:27])=[O:24])[C:4](=[O:13])[O:5][CH:6]1[c:7]1[cH:8][cH:9][cH:10][cH:11][cH:12]1.